From a dataset of the Open Reaction Database (ORD), a public repository of structured organic reaction records. describe an organic reaction: reactants, conditions, products, and yield The reactants are BrC1=C(C(=CC=C1)[N+](=O)[O-])F (1-bromo-2-fluoro-3-nitrobenzene), C1(CC1)N (cyclopropanamine). The solvent is C1CCOC1 (THF), CCOC(=O)C (EtOAc). Reaction conditions: temperature 60 celsius, time 18 hour. The product is BrC1=C(NC2CC2)C(=CC=C1)[N+](=O)[O-] (2-bromo-N-cyclopropyl-6-nitroaniline). As a reaction SMILES: [Br:1][C:2]1[CH:7]=[CH:6][CH:5]=[C:4]([N+:8]([O-:10])=[O:9])[C:3]=1F.[CH:12]1([NH2:15])[CH2:14][CH2:13]1>C1COCC1.CCOC(C)=O>[Br:1][C:2]1[CH:7]=[CH:6][CH:5]=[C:4]([N+:8]([O-:10])=[O:9])[C:3]=1[NH:15][CH:12]1[CH2:14][CH2:13]1. Procedure: A mixture of 1-bromo-2-fluoro-3-nitrobenzene (4.1 g, 18.6 mmol) and cyclopropanamine (1.29 mL, 18.6 mmol) in THF (10 mL) was stirred under N2 at 60° C. for 18 h. The reaction mixture was diluted with EtOAc, washed with water, filtered on a pad of Celite™, washed with brine and dried over magnesium sulfate. The solution was concentrated in vacuo. Purification of the residue by flash chromatography on a silica gel column using 30 to 50% gradient of DCM in hexane as eluent gave 2-bromo-N-cyclopropy... The reactants are CCCCCC (n-hexane), OC1=CC2=C(OCC2=O)C=C1 (5-hydroxybenzo[b]furan-3-one), COC(OC)OC (orthoformic acid trimethyl ester), monohydrate, C(=O)(O)[O-].[Na+] (NaHCO3). Solvent: C(C)O (ethanol), C(C)(=O)OCC (ethyl acetate), CO (methanol). The product is SiO2, OC1=CC2=C(OC=C2OC)C=C1 (5-hydroxy-3-methoxybenzo[b]furan). The yield is 73.3%. As a reaction SMILES: [OH:1][C:2]1[CH:11]=[CH:10][C:5]2[O:6][CH2:7][C:8](=[O:9])[C:4]=2[CH:3]=1.[CH3:12]OC(OC)OC.C([O-])(O)=O.[Na+].CCCCCC>CO.C(O)C.C(OCC)(=O)C>[OH:1][C:2]1[CH:11]=[CH:10][C:5]2[O:6][CH:7]=[C:8]([O:9][CH3:12])[C:4]=2[CH:3]=1 |f:2.3|. Reported procedure: 900 mg (6.0 mmol) XVIII, 788 μl (7.2 mmol) orthoformic acid trimethyl ester and 57 mg (0.3 mmol) p-toluenesulfonic aid monohydrate were heated under reflux for 12 h in 70 ml methanol. The reaction was stopped by addition of saturated NaHCO3 solution and the solvent was removed. Subsequent flash chromatography (100 g SiO2, n-hexane:ethyl acetate=2:1, applied with ethanol) yielded 717 mg (4.4 mmol, 73%) XXI. Starting materials: C(C)(C)(C)OC(=O)N1CCN(CC1)C1=NC=CN=C1Cl (3′-chloro-2,3,5,6-tetrahydro-[1,2′]bipyrazinyl-4-carboxylic acid t-butyl ester), C(C)OC1=CC=C(C=C1)B(O)O (4-ethoxyphenylboronic acid), C1(=CC=CC=C1)P(C1=CC=CC=C1)C1=CC=CC=C1 (triphenylphosphine), C([O-])([O-])=O.[Na+].[Na+] (sodium carbonate), solution. Reagents/catalysts: C(C)(=O)[O-].[Pd+2].C(C)(=O)[O-] (palladium acetate). The solvent is O (water), C(C)#N (acetonitrile), O (water). Product: C(C)(C)(C)OC(=O)N1CCN(CC1)C1=NC=CN=C1C1=CC=C(C=C1)OCC (3′-(4-ethoxyphenyl)-2,3,5,6-tetrahydro-[1,2′]bipyrazinyl-4-carboxylic acid t-butyl ester). Yield: 191.6%. As a reaction SMILES: [C:1]([O:5][C:6]([N:8]1[CH2:13][CH2:12][N:11]([C:14]2[C:19](Cl)=[N:18][CH:17]=[CH:16][N:15]=2)[CH2:10][CH2:9]1)=[O:7])([CH3:4])([CH3:3])[CH3:2].[CH2:21]([O:23][C:24]1[CH:29]=[CH:28][C:27](B(O)O)=[CH:26][CH:25]=1)[CH3:22].C1(P(C2C=CC=CC=2)C2C=CC=CC=2)C=CC=CC=1.C(=O)([O-])[O-].[Na+].[Na+]>O.C(#N)C.C([O-])(=O)C.[Pd+2].C([O-])(=O)C>[C:1]([O:5][C:6]([N:8]1[CH2:13][CH2:12][N:11]([C:14]2[C:19]([C:27]3[CH:28]=[CH:29][C:24]([O:23][CH2:21][CH3:22])=[CH:25][CH:26]=3)=[N:18][CH:17]=[CH:16][N:15]=2)[CH2:10][CH2:9]1)=[O:7])([CH3:4])([CH3:3])[CH3:2] |f:3.4.5,8.9.10|. Procedure details: Couple 3′-chloro-2,3,5,6-tetrahydro-[1,2′]bipyrazinyl-4-carboxylic acid t-butyl ester (0.726 g, 2.43 mmol) and 4-ethoxyphenylboronic acid (0.95 g, 5.991 mmol), in the presence of triphenylphosphine (0.202 g, 0.770 mmol), palladium acetate (0.056 g, 0.243 mmol), sodium carbonate (3.8 mL of a 2 N solution in water) in a mixture of acetonitrile (42 mL) and water (8 mL). Reflux for 3 hr. Purify by silica gel chromatography, eluting with 0:100 to 25:75 ethyl acetate:hexanes, to give 3′-(4-ethoxypheny... The reactants are mannoglucan, OCC(O)CO (glycerol), C([C@H](O)[C@H](O)CO)O (erythritol). Yields the product [C@@H]1([C@H](O)[C@@H](O)[C@H](O)[C@H](O1)CO)O[C@@H](CO)[C@H](O)CO (2-O-β-D-glucosyl-D-erythritol), 2,4-bis-hydroxymethyl-5-O-β-D-glucosyl-1,3-dioxane. As a reaction SMILES: [OH:1][CH2:2][CH:3]([CH2:5][OH:6])[OH:4].[CH2:7]([OH:14])[C@@H:8]([C@@H:10]([CH2:12][OH:13])[OH:11])[OH:9]>>[C@@H:2]1([O:9][C@H:8]([C@@H:10]([CH2:12][OH:13])[OH:11])[CH2:7][OH:14])[O:1][C@H:3]([CH2:5][OH:6])[C@@H:2]([OH:1])[C@H:5]([OH:6])[C@H:3]1[OH:4]. Reported procedure: In addition to glycerol (2.0 mol) and erythritol (0.14 mol) given in Table 3 above, 2-O-β-D-glucosyl-D-erythritol (0.74 mol) and 2,4-bis-hydroxymethyl-5-O-β-D-glucosyl-1,3-dioxane (0.35 mol) were obtained as the controlled Smith-degradation products of mannoglucan. Furthermore, acetolysis of mannoglucan gave 3-O-α-D-mannosyl-D-glucose and cellobiose, and partial acid hydrolysis of mannoglucan (0.33N sulfuric acid, 100° C., 7 hrs.) yielded 6-O-α-D-mannosyl-D-glucose and cellobiose. The reactants are C1CCOC1, COCCOC, C[Si](C)(C)[N-][Si](C)(C)C, CN(CCCl)c1ccc2c(c1)COC2=O, Cl, [Li+], O=C1Cc2ccccc2N1. The product is CN(CCCl)c1ccc2c(c1)COC2=C1C(=O)Nc2ccccc21. RXN SMILES: [CH2:21]1[O:22][CH2:23][CH2:24][CH2:25]1.[CH2:42]([CH2:43][O:44][CH3:45])[O:46][CH3:47].[CH3:12][Si:13]([N-:14][Si:15]([CH3:16])([CH3:17])[CH3:18])([CH3:19])[CH3:20].[Cl:26][CH2:27][CH2:28][N:29]([c:30]1[cH:31][c:32]2[c:36]([cH:37][cH:38]1)[C:35](=[O:39])[O:34][CH2:33]2)[CH3:40].[ClH:41].[Li+:11].[NH:1]1[C:2](=[O:10])[CH2:3][c:4]2[cH:5][cH:6][cH:7][cH:8][c:9]21>>[NH:1]1[C:2](=[O:10])[C:3](=[C:35]2[O:34][CH2:33][c:32]3[cH:31][c:30]([N:29]([CH2:28][CH2:27][Cl:26])[CH3:40])[cH:38][cH:37][c:36]32)[c:4]2[cH:5][cH:6][cH:7][cH:8][c:9]21. Reactants: CC(C)(C)OC(=O)N1CCC(O)CC1, CN(C)c1ccncc1, C, ClCCl, O, O=S(=O)(Cl)Cl. Product: CC(C)(C)OC(=O)N1CCC(OS(C)(=O)=O)CC1. RXN SMILES: [C:1]([CH3:2])([CH3:3])([CH3:4])[O:5][C:6](=[O:7])[N:8]1[CH2:9][CH2:10][CH:11]([OH:14])[CH2:12][CH2:13]1.[CH3:25][N:26]([c:27]1[cH:28][cH:29][n:30][cH:31][cH:32]1)[CH3:33].[CH4:20].[Cl:22][CH2:23][Cl:24].[OH2:21].[S:15](=[O:16])(=[O:17])([Cl:18])[Cl:19]>>[C:1]([CH3:2])([CH3:3])([CH3:4])[O:5][C:6](=[O:7])[N:8]1[CH2:9][CH2:10][CH:11]([O:14][S:15](=[O:16])(=[O:17])[CH3:20])[CH2:12][CH2:13]1. The reactants are COC(=O)CCN1CCN(C(=S)NN=C(C)c2csc(-c3ccc(Br)cc3)c2O)CC1, CCO. The product is CC(=NNC(=S)N1CCN(CCC(=O)O)CC1)c1csc(-c2ccc(Br)cc2)c1O. Reaction SMILES: [Br:1][c:2]1[cH:3][cH:4][c:5](-[c:8]2[c:9]([OH:31])[c:10]([C:13]([CH3:14])=[N:15][NH:16][C:17](=[S:18])[N:19]3[CH2:20][CH2:21][N:22]([CH2:25][CH2:26][C:27](=[O:28])[O:29][CH3:30])[CH2:23][CH2:24]3)[cH:11][s:12]2)[cH:6][cH:7]1.[CH3:32][CH2:33][OH:34]>>[Br:1][c:2]1[cH:3][cH:4][c:5](-[c:8]2[c:9]([OH:31])[c:10]([C:13]([CH3:14])=[N:15][NH:16][C:17](=[S:18])[N:19]3[CH2:20][CH2:21][N:22]([CH2:25][CH2:26][C:27](=[O:28])[OH:29])[CH2:23][CH2:24]3)[cH:11][s:12]2)[cH:6][cH:7]1. Reactants: 6.0, C(=O)(OCC1=CC=CC=C1)N[C@@H](CC1=CC=CC=C1)C(=O)O (N-carbobenzoxy-L-phenylalanine), ClC1=C(C(=C(C(=C1O)Cl)Cl)Cl)Cl (pentachlorophenol), C(C)(C)[N+]#[C-] (isopropyl isonitrile), Cl.C(C)OC(CN)=O (glycine ethyl ester hydrochloride). Solvent: C(Cl)(Cl)Cl (chloroform), C(Cl)(Cl)Cl (chloroform), C(C)N(CC)CC (triethylamine). Run at temperature 50 celsius. Yields the product C(C)OC(CNC([C@@H](NC(=O)OCC1=CC=CC=C1)CC1=CC=CC=C1)=O)=O (N-carbobenzoxy-L-phenylalanyl-glycine ethyl ester). Yield: 82.0%. As a reaction SMILES: [C:1]([NH:11][C@H:12]([C:20]([OH:22])=O)[CH2:13][C:14]1[CH:19]=[CH:18][CH:17]=[CH:16][CH:15]=1)([O:3][CH2:4][C:5]1[CH:10]=[CH:9][CH:8]=[CH:7][CH:6]=1)=[O:2].ClC1C(O)=C(Cl)C(Cl)=C(Cl)C=1Cl.C([N+]#[C-])(C)C.Cl.[CH2:41]([O:43][C:44](=[O:47])[CH2:45][NH2:46])[CH3:42]>C(Cl)(Cl)Cl.C(N(CC)CC)C>[CH2:41]([O:43][C:44](=[O:47])[CH2:45][NH:46][C:20](=[O:22])[C@H:12]([CH2:13][C:14]1[CH:15]=[CH:16][CH:17]=[CH:18][CH:19]=1)[NH:11][C:1]([O:3][CH2:4][C:5]1[CH:6]=[CH:7][CH:8]=[CH:9][CH:10]=1)=[O:2])[CH3:42] |f:3.4|. Reported procedure: A solution of 6.0 (20 mM) N-carbobenzoxy-L-phenylalanine, 5.3 g (20 mM) pentachlorophenol, and 2.0 g (30 mM) isopropyl isonitrile in 40 ml chloroform was mixed with a solution of 2.8 g (20 mM) glycine ethyl ester hydrochloride and 2.02 g (20 mM) triethylamine in 30 ml chloroform. The mixture was heated at 50°C for 24 hours and evaporated. The residue was taken up in 150 ml ethyl acetate. The solution was washed sequentially with 100 ml water, 120 ml 1-N hydrochloric acid, 4 times 120 ml 5% sodiu...